This data is from the Open Reaction Database (ORD), a public repository of structured organic reaction records. The task is: describe an organic reaction: reactants, conditions, products, and yield The reagents and catalysts are [Zn] (zinc), Cl[Ti](Cl)(Cl)Cl (TiCl4). The yield is 55.0%. The product is CC1(C(C1)CC1C(C2(CC2C1)C)(C)C)CO ([1-methyl-2-(1,2,2-trimethyl-bicyclo[3.1.0]hex-3-yl-methyl)cyclopropyl]methanol). Reaction SMILES: BrCBr.[C:4](Br)(=O)C.[CH3:8]/[C:9](=[CH:12]\[CH2:13][CH:14]1[CH2:18][CH:17]=[C:16]([CH3:19])C1(C)C)/[CH2:10][OH:11].[CH3:22][C:23](OC)([CH3:25])[CH3:24]>C(OCC)C.Cl[Ti](Cl)(Cl)Cl.[Zn]>[CH3:8][C:9]1([CH2:10][OH:11])[CH2:12][CH:13]1[CH2:14][CH:18]1[CH2:17][CH:16]2[C:25]([CH3:4])([CH2:19]2)[C:23]1([CH3:22])[CH3:24]. Procedure details: 200 g (1.15 mol) of dibromomethane and 1 ml (0.013 mol) of acetyl bromide were added successively to a suspension of 85 g (1.3 mol) of zinc powder and 12 g (83 mmol) of finely ground cuprous bromide in 250 ml of anhydrous diethyl ether. The reaction mixture was stirred until its color changed from grey to black (~30 minutes). After addition of 50 g (0.26 mol) of (E)-2-methyl-4-(2,2,3-trimethylcyclopent-3-enyl)but-2-en-1-ol dissolved in 50 ml of the same solvent (Et2O), in 10 minutes (the exother... The reactants are BrCBr (dibromomethane), C(C)(=O)Br (acetyl bromide), cuprous bromide, CC(C)(C)OC (MTBE), C/C(/CO)=C\CC1C(C(=CC1)C)(C)C ((E)-2-methyl-4-(2,2,3-trimethylcyclopent-3-enyl)but-2-en-1-ol). Run in C(C)OCC (diethyl ether), CCOCC (ether), same solvent. Conditions: time 7 hour. Starting materials: C(C)S(=O)(=O)C1=CC=C(OC2=C(C(=O)OC)C=C(C(=C2)NC(=O)C2=NC=CC=C2)[N+](=O)[O-])C=C1 (Methyl 2-[4-(ethylsulfonyl)phenoxy]-5-nitro-4-[(2-pyridinylcarbonyl)amino]benzoate), C(O)([O-])=O.[Na+] (sodium hydrogencarbonate), O.O.[Sn](Cl)Cl (tin(II) chloride dihydrate), Cl (hydrochloric acid). Run in C(C)(=O)OCC (Ethyl acetate), CN(C=O)C (dimethylformamide), CO (methanol). Conditions: temperature 80 celsius. The product is C(C)S(=O)(=O)C1=CC=C(OC2=CC3=C(NC(=N3)C3=NC=CC=C3)C=C2C(=O)OC)C=C1 (methyl 5-[4-(ethylsulfonyl)phenoxy]-2-(2-pyridinyl)-1H-benzimidazole-6-carboxylate). RXN SMILES: [CH2:1]([S:3]([C:6]1[CH:34]=[CH:33][C:9]([O:10][C:11]2[CH:20]=[C:19]([NH:21][C:22]([C:24]3[CH:29]=[CH:28][CH:27]=[CH:26][N:25]=3)=O)[C:18]([N+:30]([O-])=O)=[CH:17][C:12]=2[C:13]([O:15][CH3:16])=[O:14])=[CH:8][CH:7]=1)(=[O:5])=[O:4])[CH3:2].O.O.[Sn](Cl)Cl.Cl.C(=O)([O-])O.[Na+]>CN(C)C=O.CO.C(OCC)(=O)C>[CH2:1]([S:3]([C:6]1[CH:34]=[CH:33][C:9]([O:10][C:11]2[C:12]([C:13]([O:15][CH3:16])=[O:14])=[CH:17][C:18]3[NH:30][C:22]([C:24]4[CH:29]=[CH:28][CH:27]=[CH:26][N:25]=4)=[N:21][C:19]=3[CH:20]=2)=[CH:8][CH:7]=1)(=[O:4])=[O:5])[CH3:2] |f:1.2.3,5.6|. Procedure: Methyl 2-[4-(ethylsulfonyl)phenoxy]-5-nitro-4-[(2-pyridinylcarbonyl)amino]benzoate (7.46 g) was suspended in dimethylformamide (37 ml) and methanol (37 ml), and tin(II) chloride dihydrate (17.3 g) and concentrated hydrochloric acid (15 ml) were added to it, and stirred under heat at 80° C. for 40 minutes. The reaction liquid was restored to room temperature, and gradually added to an aqueous sodium hydrogencarbonate solution and neutralized. Ethyl acetate was added to it, and stirred at room tem... The reactants are BrCc1ccccc1, [Li]CCCC, CCOC(=O)C1CCN(Cc2ccccc2)CC1=O, C1CCOC1, CN(C)P(=O)(N(C)C)N(C)C, CCN(C(C)C)C(C)C. Product: CCOC(=O)C1CCN(Cc2ccccc2)C(Cc2ccccc2)C1=O. RXN SMILES: [Br:45][CH2:46][c:47]1[cH:48][cH:49][cH:50][cH:51][cH:52]1.[CH2:10]([Li:11])[CH2:12][CH2:13][CH3:14].[CH2:15]([c:16]1[cH:17][cH:18][cH:19][cH:20][cH:21]1)[N:22]1[CH2:23][C:24](=[O:33])[CH:25]([C:28](=[O:29])[O:30][CH2:31][CH3:32])[CH2:26][CH2:27]1.[CH2:53]1[O:54][CH2:55][CH2:56][CH2:57]1.[CH3:34][N:35]([CH3:36])[P:37]([N:38]([CH3:39])[CH3:40])([N:41]([CH3:42])[CH3:43])=[O:44].[CH:1]([N:2]([CH:3]([CH3:4])[CH3:5])[CH2:6][CH3:7])([CH3:8])[CH3:9]>>[CH2:15]([c:16]1[cH:17][cH:18][cH:19][cH:20][cH:21]1)[N:22]1[CH:23]([CH2:46][c:47]2[cH:48][cH:49][cH:50][cH:51][cH:52]2)[C:24](=[O:33])[CH:25]([C:28](=[O:29])[O:30][CH2:31][CH3:32])[CH2:26][CH2:27]1. Starting materials: C(C)(C)(C)C1=CC=C(COC2=C(C=CC=C2)/C=C/C(CC2=CC=C(C(=O)OC)C=C2)CCC2=CC=C(C=C2)C#N)C=C1 (methyl 4-{(3E)4-{2-[(4-tert-butylbenzyl)oxy]phenyl}-2-[2-(4-cyanophenyl)ethyl]but-3-en-1-yl}benzoate), [OH-].[K+] (potassium hydroxide), Cl (hydrochloric acid). The solvent is C(CC)O (1-propanol). Run at temperature 110 celsius, time 5 hour. Yields the product C(C)(C)(C)C1=CC=C(COC2=C(C=CC=C2)/C=C/C(CCC2=CC=C(C(=O)O)C=C2)CC2=CC=C(C=C2)C(=O)O)C=C1 (4-[(4E)-5-{2-[(4-tert-Butylbenzyl)oxy]phenyl}-3-(4-carboxybenzyl)pent-4-en-1-yl]benzoic Acid). Yield: 135.1%. RXN SMILES: [C:1]([C:5]1[CH:42]=[CH:41][C:8]([CH2:9][O:10][C:11]2[CH:16]=[CH:15][CH:14]=[CH:13][C:12]=2/[CH:17]=[CH:18]/[CH:19]([CH2:31][CH2:32]C2C=CC(C#N)=CC=2)[CH2:20][C:21]2[CH:30]=[CH:29][C:24]([C:25]([O:27]C)=[O:26])=[CH:23][CH:22]=2)=[CH:7][CH:6]=1)([CH3:4])([CH3:3])[CH3:2].[OH-:43].[K+].Cl>C(O)CC>[C:1]([C:5]1[CH:6]=[CH:7][C:8]([CH2:9][O:10][C:11]2[CH:16]=[CH:15][CH:14]=[CH:13][C:12]=2/[CH:17]=[CH:18]/[CH:19]([CH2:20][C:21]2[CH:30]=[CH:29][C:24]([C:25]([OH:27])=[O:26])=[CH:23][CH:22]=2)[CH2:31][CH2:32][C:5]2[CH:42]=[CH:41][C:8]([C:9]([OH:10])=[O:43])=[CH:7][CH:6]=2)=[CH:41][CH:42]=1)([CH3:2])([CH3:3])[CH3:4] |f:1.2|. Procedure details: A solution of 430 mg (0.77 mmol) of methyl 4-{(3E)4-{2-[(4-tert-butylbenzyl)oxy]phenyl}-2-[2-(4-cyanophenyl)ethyl]but-3-en-1-yl}benzoate in 20 ml of 1-propanol is mixed with 1.73 g (30.84 mmol) of potassium hydroxide and stirred at 110° C. for 5 hours. The mixture is adjusted to pH 2 with 1 M hydrochloric acid and evaporated. The resulting residue is purified directly by preparative HPLC. 290 mg (0.52 mmol, 53% yield) of the title compound are obtained. The reactants are CC(C)[Si](COCCn1c(C(=O)NC2CCCCC2C(=O)NCC#N)cc2ccc(Cl)cc21)(C(C)C)C(C)C, C1CCOC1, CCCC[N+](CCCC)(CCCC)CCCC, [F-]. Yields the product N#CCNC(=O)C1CCCCC1NC(=O)c1cc2ccc(Cl)cc2n1CCO. RXN SMILES: [C:1](#[N:2])[CH2:3][NH:4][C:5](=[O:6])[CH:7]1[CH:8]([NH:13][C:14](=[O:15])[c:16]2[n:17]([CH2:26][CH2:27][O:28][CH2:29][Si:30]([CH:31]([CH3:32])[CH3:33])([CH:34]([CH3:35])[CH3:36])[CH:37]([CH3:38])[CH3:39])[c:18]3[cH:19][c:20]([Cl:25])[cH:21][cH:22][c:23]3[cH:24]2)[CH2:9][CH2:10][CH2:11][CH2:12]1.[CH2:58]1[O:59][CH2:60][CH2:61][CH2:62]1.[CH3:41][CH2:42][CH2:43][CH2:44][N+:45]([CH2:46][CH2:47][CH2:48][CH3:49])([CH2:50][CH2:51][CH2:52][CH3:53])[CH2:54][CH2:55][CH2:56][CH3:57].[F-:40]>>[C:1](#[N:2])[CH2:3][NH:4][C:5](=[O:6])[CH:7]1[CH:8]([NH:13][C:14](=[O:15])[c:16]2[n:17]([CH2:26][CH2:27][OH:28])[c:18]3[cH:19][c:20]([Cl:25])[cH:21][cH:22][c:23]3[cH:24]2)[CH2:9][CH2:10][CH2:11][CH2:12]1. The reactants are ClC1=NC=NC2=CC(=CC(=C12)N1CCN(CC1)C)OCCN1CCCC1 (4-chloro-5-(4-methylpiperazin-1-yl)-7-(2-pyrrolidin-1-ylethoxy)quinazoline), C1OC2=C(N)C=CC=C2O1 (2,3-methylenedioxyaniline), solution, Cl (hydrogen chloride). The solvent is C(C)(C)O (isopropanol). The product is Cl.Cl.Cl.C1OC2=C(NC3=NC=NC4=CC(=CC(=C34)N3CCN(CC3)C)OCCN3CCCC3)C=CC=C2O1 (4-(2,3-methylenedioxyanilino)-5-(4-methylpiperazin-1-yl)-7-(2-pyrrolidin-1-ylethoxy)quinazoline trihydrochloride). Reaction SMILES: [Cl:1][C:2]1[C:11]2[C:6](=[CH:7][C:8]([O:19][CH2:20][CH2:21][N:22]3[CH2:26][CH2:25][CH2:24][CH2:23]3)=[CH:9][C:10]=2[N:12]2[CH2:17][CH2:16][N:15]([CH3:18])[CH2:14][CH2:13]2)[N:5]=[CH:4][N:3]=1.[CH2:27]1[O:36][C:35]2[C:29](=[C:30]([CH:32]=[CH:33][CH:34]=2)[NH2:31])[O:28]1.[ClH:37]>C(O)(C)C>[ClH:1].[ClH:37].[ClH:1].[CH2:27]1[O:36][C:35]2[C:29](=[C:30]([CH:32]=[CH:33][CH:34]=2)[NH:31][C:2]2[C:11]3[C:6](=[CH:7][C:8]([O:19][CH2:20][CH2:21][N:22]4[CH2:23][CH2:24][CH2:25][CH2:26]4)=[CH:9][C:10]=3[N:12]3[CH2:17][CH2:16][N:15]([CH3:18])[CH2:14][CH2:13]3)[N:5]=[CH:4][N:3]=2)[O:28]1 |f:4.5.6.7|. Procedure details: Using an analogous procedure to that described in Example 5, 4-chloro-5-(4-methylpiperazin-1-yl)-7-(2-pyrrolidin-1-ylethoxy)quinazoline (0.11 g) was reacted with 2,3-methylenedioxyaniline (0.045 g) in the presence of a 6M solution of hydrogen chloride in isopropanol to give the title compound, as a trihydrochloride salt (0.105 g), a portion of which was converted into the free base using an analogous procedure to that described in Example 3. The free base gave the following characterising data: ...